This data is from the Open Reaction Database (ORD), a public repository of structured organic reaction records. The task is: describe an organic reaction: reactants, conditions, products, and yield Starting materials: C(C1=CC=CC=C1)N1N=NC(=C1)C=1SC(=C(N1)C)C(=O)O (2-(1-benzyl-1H-1,2,3-triazol-4-yl)-4-methylthiazole-5-carboxylic acid), ON1N=NC2=C1C=CC=C2 (1-hydroxybenzotriazole), CN(CCCN=C=NCC)C (N-(3-dimethylaminopropyl)-N′-ethylcarbodiimide), C(C)(C)N(C(C)C)CC (N,N-diisopropylethylamine), N1=CC(=CC=C1)CN (pyridin-3-ylmethanamine). Run in C(C)(=O)OCC (ethyl acetate), CN(C=O)C (N,N-dimethylformamide). Run at time 18 hour. Yields the product C(C1=CC=CC=C1)N1N=NC(=C1)C=1SC(=C(N1)C)C(=O)NCC=1C=NC=CC1 (2-(1-benzyl-1H-1,2,3-triazol-4-yl)-4-methyl-N-(pyridin-3-ylmethyl)thiazole-5-carboxamide). The yield is 61.2%. RXN SMILES: [CH2:1]([N:8]1[CH:12]=[C:11]([C:13]2[S:14][C:15]([C:19]([OH:21])=O)=[C:16]([CH3:18])[N:17]=2)[N:10]=[N:9]1)[C:2]1[CH:7]=[CH:6][CH:5]=[CH:4][CH:3]=1.ON1C2C=CC=CC=2N=N1.CN(C)CCCN=C=NCC.C(N(CC)C(C)C)(C)C.[N:52]1[CH:57]=[CH:56][CH:55]=[C:54]([CH2:58][NH2:59])[CH:53]=1>CN(C)C=O.C(OCC)(=O)C>[CH2:1]([N:8]1[CH:12]=[C:11]([C:13]2[S:14][C:15]([C:19]([NH:59][CH2:58][C:54]3[CH:53]=[N:52][CH:57]=[CH:56][CH:55]=3)=[O:21])=[C:16]([CH3:18])[N:17]=2)[N:10]=[N:9]1)[C:2]1[CH:3]=[CH:4][CH:5]=[CH:6][CH:7]=1. Procedure details: To a solution of 2-(1-benzyl-1H-1,2,3-triazol-4-yl)-4-methylthiazole-5-carboxylic acid (0.20 g, 0.67 mmol) in anhydrous N,N-dimethylformamide (3 mL) was added 1-hydroxybenzotriazole (0.23 g, 1.73 mmol), N-(3-dimethylaminopropyl)-N′-ethylcarbodiimide (0.17 g, 0.87 mmol), N,N-diisopropylethylamine (0.15 mL, 0.87 mmol) and pyridin-3-ylmethanamine (0.081 mL, 0.80 mmol). The reaction mixture was stirred at ambient temperature for 18 hours, diluted with ethyl acetate (15 mL) and washed with saturated ... The reactants are [N+](=O)([O-])C1=C2C=NNC2=CC=C1 (4-nitroindazole), CI (MeI), [H-].[Na+] (NaH). Run in CN(C)C=O (DMF), CN(C)C=O (DMF). Product: CN1N=CC2=C(C=CC=C12)[N+](=O)[O-] (1-methyl-4-nitroindazole). Yield: 82.0%. As a reaction SMILES: [N+:1]([C:4]1[CH:12]=[CH:11][CH:10]=[C:9]2[C:5]=1[CH:6]=[N:7][NH:8]2)([O-:3])=[O:2].[H-].[Na+].[CH3:15]I>CN(C=O)C>[CH3:15][N:8]1[C:9]2[C:5](=[C:4]([N+:1]([O-:3])=[O:2])[CH:12]=[CH:11][CH:10]=2)[CH:6]=[N:7]1 |f:1.2|. Procedure details: A solution of 4-nitroindazole (prepared according to the literature procedures Davies, R. R. J.C.S., 1955, 2412-2423; Porter, H. D. Org. Synth. Collect. Vol I, 20, 73-74.) (2.01 g, 12.3 mmol) was added slowly to a cold (ice/water), stirred suspension of NaH (440 mg, 18.4 mmol) in DMF (20 mL) under N2. The mixture was stirred for 30 min, and a solution of MeI (1.91 g, 13.5 mmol) in DMF (10 mL) was then added. Workup gave 1-methyl-4-nitroindazole (1.79 g, 82%); mp (EtOAc/petroleum ether) 138-139° ... Reported procedure: Synthesis was carried out in the same manner as in Example 1, except for replacing methyl 2,4-dihydroxybenzoate with methyl 2,5-dihydroxybenzoate and replacing 2-ethylhexyl bromide with 2-cyclohexylethyl p-toluenesulfonate, to obtain methyl 5-(2-cyclohexylethoxy)-2-hydroxybenzoate represented by the following chemical formula (hereinafter referred to as compound 11) as a pale yellow solid in a yield of 43%. The analytical results are shown below. ##STR32## Reaction SMILES: [OH:1][C:2]1[CH:11]=[CH:10][C:9]([OH:12])=[CH:8][C:3]=1[C:4]([O:6][CH3:7])=[O:5].C1(C)C=CC(S(O[CH2:23][CH2:24][CH:25]2[CH2:30][CH2:29][CH2:28][CH2:27][CH2:26]2)(=O)=O)=CC=1>>[CH:25]1([CH2:24][CH2:23][O:12][C:9]2[CH:10]=[CH:11][C:2]([OH:1])=[C:3]([CH:8]=2)[C:4]([O:6][CH3:7])=[O:5])[CH2:30][CH2:29][CH2:28][CH2:27][CH2:26]1. The product is C1(CCCCC1)CCOC=1C=CC(=C(C(=O)OC)C1)O (methyl 5-(2-cyclohexylethoxy)-2-hydroxybenzoate). Reactants: OC1=C(C(=O)OC)C=C(C=C1)O (methyl 2,5-dihydroxybenzoate), C1(=CC=C(C=C1)S(=O)(=O)OCCC1CCCCC1)C (2-cyclohexylethyl p-toluenesulfonate). Isolated yield 43.0%. The reactants are O (water), ClCC(=O)C (1-Chloroacetone), FC=1C=C(C=C(C1)S(=O)(=O)C)O (3-fluoro-5-methylsulfonyl-phenol), C([O-])([O-])=O.[K+].[K+] (potassium carbonate). The solvent is CN(C=O)C (dimethyl formamide). Run at temperature 120 celsius. The product is FC=1C=C(OCC(C)=O)C=C(C1)S(=O)(=O)C (1-(3-fluoro-5-methylsulfonyl-phenoxy)propan-2-one). RXN SMILES: Cl[CH2:2][C:3]([CH3:5])=[O:4].[F:6][C:7]1[CH:8]=[C:9]([OH:17])[CH:10]=[C:11]([S:13]([CH3:16])(=[O:15])=[O:14])[CH:12]=1.C(=O)([O-])[O-].[K+].[K+].O>CN(C)C=O>[F:6][C:7]1[CH:8]=[C:9]([CH:10]=[C:11]([S:13]([CH3:16])(=[O:14])=[O:15])[CH:12]=1)[O:17][CH2:2][C:3](=[O:4])[CH3:5] |f:2.3.4|. Procedure details: 1-Chloroacetone (95%, 2.66 g, 27.34 mmol) was added to a stirred solution of 3-fluoro-5-methylsulfonyl-phenol (80%, 1.3 g, 5.46 mmol) and potassium carbonate (2.26 g, 16.40 mmol) in dry dimethyl formamide (10 ml), the mixture was heated to 120° C. for 20 minutes, the mixture was allowed to cool to ambient temperature and water (100 ml) was added. The aqueous phase was extracted with ethyl acetate (3×100 ml), the combined organic phase was washed with LiCl (5% aqueous solution, 4×50 ml), brine (5... Reactants: BrC1=C(C=C(C=C1)C=1OC(=NN1)C)C (2-(4-bromo-3-methylphenyl)-5-methyl-[1,3,4]oxadiazole), 4-methyl-3-(4,4,5,5, -tetramethyl-[1,3,2]dioxaborolan-2-yl)-N-([1,3,4]thiadiazol-2-yl)-benzamide, CC1=C(C=C(C(=O)NC=2SC=NN2)C=C1)B1OC(C(O1)(C)C)(C)C (4-Methyl-3-(4,4,5,5-tetramethyl-[1,3,2]dioxaborolan-2-yl)-N-([1,3,4]thiadiazol-2-yl)-benzamide). The product is S1C(=NN=C1)NC(=O)C=1C=C(C(=CC1)C)C1=C(C=C(C=C1)C=1OC(=NN1)C)C (6,2′-Dimethyl-4′-(5-methyl-[1,3,4]oxadiazol-2-yl)-biphenyl-3-carboxylic acid[1,3,4]thiadiazol-2-ylamide). RXN SMILES: Br[C:2]1[CH:7]=[CH:6][C:5]([C:8]2[O:9][C:10]([CH3:13])=[N:11][N:12]=2)=[CH:4][C:3]=1[CH3:14].[CH3:15][C:16]1[CH:29]=[CH:28][C:19]([C:20]([NH:22][C:23]2[S:24][CH:25]=[N:26][N:27]=2)=[O:21])=[CH:18][C:17]=1B1OC(C)(C)C(C)(C)O1>>[S:24]1[CH:25]=[N:26][N:27]=[C:23]1[NH:22][C:20]([C:19]1[CH:18]=[C:17]([C:2]2[CH:7]=[CH:6][C:5]([C:8]3[O:9][C:10]([CH3:13])=[N:11][N:12]=3)=[CH:4][C:3]=2[CH3:14])[C:16]([CH3:15])=[CH:29][CH:28]=1)=[O:21]. Procedure details: Example 21 was prepared using 2-(4-bromo-3-methylphenyl)-5-methyl-[1,3,4]oxadiazole and 4-methyl-3-(4,4,5,5, -tetramethyl-[1,3,2]dioxaborolan-2-yl)-N-([1,3,4]thiadiazol-2-yl)-benzamide (Intermediate 23).